This data is from the Open Reaction Database (ORD), a public repository of structured organic reaction records. The task is: describe an organic reaction: reactants, conditions, products, and yield Procedure details: Prepared by the method of Example 15b), from N-(2-hydroxy-5-bromophenyl)-2-fluoro-5-nitrobenzamide (1.42 g, 4.0 mmol) and p-toluenesulfonic acid monohydrate (1.67 g, 8.8 mmol) the subtitle compound was obtained (654 mg, 48%). MS 339.0 m/z (M+H)+. Reactants: OC1=C(C=C(C=C1)Br)NC(C1=C(C=CC(=C1)[N+](=O)[O-])F)=O (N-(2-hydroxy-5-bromophenyl)-2-fluoro-5-nitrobenzamide), O.C1(=CC=C(C=C1)S(=O)(=O)O)C (p-toluenesulfonic acid monohydrate). As a reaction SMILES: O[C:2]1[CH:7]=[CH:6][C:5]([Br:8])=[CH:4][C:3]=1[NH:9][C:10](=[O:21])[C:11]1[CH:16]=[C:15]([N+:17]([O-:19])=[O:18])[CH:14]=[CH:13][C:12]=1[F:20].O.C1(C)C=CC(S(O)(=O)=O)=CC=1>>[N+:17]([C:15]1[CH:16]=[C:11]([C:10]2[O:21][C:2]3[CH:7]=[CH:6][C:5]([Br:8])=[CH:4][C:3]=3[N:9]=2)[C:12]([F:20])=[CH:13][CH:14]=1)([O-:19])=[O:18] |f:1.2|. The product is [N+](=O)([O-])C=1C=C(C(=CC1)F)C=1OC2=C(N1)C=C(C=C2)Br (2-(3-Nitro-6-fluorophenyl)-5-bromobenzoxazole). Procedure details: To a solution of 1-benzyl-4-methyl-1,3-dihydro-1,5-benzodiazepin-2(2H)-one (3.0 g, 13.1 mmol) in N-dimethylformamide (20 mL) was added sodium hydride (content 60%, 0.51 g, 12.8 mmol). The mixture was stirred for 15 minutes, to which was added 4-methoxybenzylbromide (2.3 g, 11.5 mmol), and the mixture was stirred for further 30 minutes. The reaction mixture was diluted with water, which was extracted with ethyl acetate. The extract was washed with water, dried and concentrated. The concentrate wa... Yield: 74.6%. RXN SMILES: [CH2:1]([N:8]1[C:14]2[CH:15]=[CH:16][CH:17]=[CH:18][C:13]=2[N:12]=[C:11]([CH3:19])[CH2:10][C:9]1=[O:20])[C:2]1[CH:7]=[CH:6][CH:5]=[CH:4][CH:3]=1.[H-].[Na+].[CH3:23][O:24][C:25]1[CH:32]=[CH:31][C:28]([CH2:29]Br)=[CH:27][CH:26]=1>O>[CH2:1]([N:8]1[C:14]2[CH:15]=[CH:16][CH:17]=[CH:18][C:13]=2[N:12]=[C:11]([CH3:19])[CH:10]([CH2:29][C:28]2[CH:31]=[CH:32][C:25]([O:24][CH3:23])=[CH:26][CH:27]=2)[C:9]1=[O:20])[C:2]1[CH:3]=[CH:4][CH:5]=[CH:6][CH:7]=1 |f:1.2|. Run in O (water), N-dimethylformamide. Starting materials: C(C1=CC=CC=C1)N1C(CC(=NC2=C1C=CC=C2)C)=O (1-benzyl-4-methyl-1,3-dihydro-1,5-benzodiazepin-2(2H)-one), [H-].[Na+] (sodium hydride), COC1=CC=C(CBr)C=C1 (4-methoxybenzylbromide). Run at time 15 minute. Yields the product C(C1=CC=CC=C1)N1C(C(C(=NC2=C1C=CC=C2)C)CC2=CC=C(C=C2)OC)=O (1-Benzyl-3-(4-methoxybenzyl)-4-methyl-1,3-dihydro-1,5-benzodiazepin-2(2H)-one). The reactants are ClC1=NC=NC(=C1)NN (4-Chloro-6-hydrazinopyrimidine), Cl.O1NCCCC1 (1,2-oxazinane hydrochloride), C(C)N(C(C)C)C(C)C (N-ethyl-N-(propan-2-yl)propane-2-amine), FC(C(=O)O)(F)F (trifluoroacetic acid), CN(C)C=C(C(=O)OCC)N1C=NC(=C1)C#N (Ethyl 3-(N,N-dimethylamino)-2-(4-cyano-1H-imidazol-1-yl)acrylate). Run in O (water). Reaction conditions: temperature 100 celsius, time 1.5 hour. Yields the product O1N(CCCC1)C1=CC(=NC=N1)N1NC=C(C1=O)N1C=NC(=C1)C#N (1-{2-[6-(1,2-Oxazinan-2-yl)pyrimidin-4-yl]-3-oxo-2,3-dihydro-1H-pyrazol-4-yl}-1H-imidazole-4-carbonitrile). Reaction SMILES: Cl[C:2]1[CH:7]=[C:6]([NH:8][NH2:9])[N:5]=[CH:4][N:3]=1.Cl.[O:11]1[CH2:16][CH2:15][CH2:14][CH2:13][NH:12]1.C(N(C(C)C)C(C)C)C.FC(F)(F)C(O)=O.CN([CH:36]=[C:37]([N:43]1[CH:47]=[C:46]([C:48]#[N:49])[N:45]=[CH:44]1)[C:38](OCC)=[O:39])C>O>[O:11]1[CH2:16][CH2:15][CH2:14][CH2:13][N:12]1[C:2]1[N:3]=[CH:4][N:5]=[C:6]([N:8]2[C:38](=[O:39])[C:37]([N:43]3[CH:47]=[C:46]([C:48]#[N:49])[N:45]=[CH:44]3)=[CH:36][NH:9]2)[CH:7]=1 |f:1.2|. Procedure details: A mixture of 200 mg (1.4 mmol) of the compound from Example 11A, 205 mg (1.7 mmol) of 1,2-oxazinane hydrochloride [Bhat et al., J. Chem. Soc. Perkin Trans. 2 2000, 7, 1435-1446] and 289 μl (215 mg, 1.7 mmol) of N-ethyl-N-(propan-2-yl)propane-2-amine in 3 ml of water is stirred at 100° C. for 1.5 h. Following the addition of 59 μl (49 mg, 0.4 mmol) of trifluoroacetic acid and 324 mg (1.4 mmol) of the compound from Example 6A, the reaction mixture is stirred at 100° C. for 16 h. The precipitated s...